The task is: describe an organic reaction: reactants, conditions, products, and yield. This data is from the Open Reaction Database (ORD), a public repository of structured organic reaction records. Reactants: CCOC(=O)C(C#N)=NO, [Cl-], [Na+], [Na+], O=C([O-])O, O. Product: CCOC(=O)C(N)C#N. As a reaction SMILES: [C:1](#[N:2])[C:3]([C:4](=[O:5])[O:6][CH2:7][CH3:8])=[N:9][OH:10].[Cl-:16].[Na+:15].[Na+:17].[O-:11][C:12]([OH:13])=[O:14].[OH2:18]>>[C:1](#[N:2])[CH:3]([C:4](=[O:5])[O:6][CH2:7][CH3:8])[NH2:9]. Starting materials: BrC1=CC(=C(C=C1)CN(S(=O)(=O)C(C)C1=CC=CC=C1)CC(F)(F)F)F (N-[(4-bromo-2-fluoro-phenyl)methyl]-1-phenyl-N-(2,2,2-trifluoroethyl)ethanesulfonamide), [H-].[Na+] (sodium hydride), O (Water), IC (Iodomethane). Run in CN(C(C)=O)C (N,N-dimethylacetamide), CCOC(=O)C (EtOAc). Conditions: time 1 hour. The product is BrC1=CC(=C(CN(S(=O)(=O)C(C)(C)C2=CC=CC=C2)CC(F)(F)F)C=C1)F (N-(4-Bromo-2-fluorobenzyl)-2-phenyl-N-(2,2,2-trifluoroethyl)propane-2-sulfonamide). The yield is 79.4%. As a reaction SMILES: [Br:1][C:2]1[CH:7]=[CH:6][C:5]([CH2:8][N:9]([CH2:21][C:22]([F:25])([F:24])[F:23])[S:10]([CH:13]([C:15]2[CH:20]=[CH:19][CH:18]=[CH:17][CH:16]=2)[CH3:14])(=[O:12])=[O:11])=[C:4]([F:26])[CH:3]=1.[H-].[Na+].I[CH3:30].O>CN(C)C(=O)C.CCOC(C)=O>[Br:1][C:2]1[CH:7]=[CH:6][C:5]([CH2:8][N:9]([CH2:21][C:22]([F:23])([F:24])[F:25])[S:10]([C:13]([C:15]2[CH:20]=[CH:19][CH:18]=[CH:17][CH:16]=2)([CH3:30])[CH3:14])(=[O:12])=[O:11])=[C:4]([F:26])[CH:3]=1 |f:1.2|. Reported procedure: To a solution of N-[(4-bromo-2-fluoro-phenyl)methyl]-1-phenyl-N-(2,2,2-trifluoroethyl)ethanesulfonamide (307 mg, 0.67 mmol) in N,N-dimethylacetamide (5 mL) was added sodium hydride (60% in mineral oil) (33 mg, 0.81 mmol) and the reaction was stirred at ambient temperature for 1 hour. Iodomethane (0.063 mL, 1.0 mmol) was then added and the reaction was stirred at 75° C. for 16 hours. LCMS analysis showed a 1:1 mixture of starting material and product. Water was added and the reaction was diluted ... The reactants are BrC1=CC=C(C=C1)C (4-bromotoluene), Mg, CC1(CCC(C2=CC(=CC=C12)Br)=O)C (3,4-dihydro-4,4-dimethyl-7-bromo-1(2H)-naphthalenone), CC1(CCC(C2=CC(=CC=C12)Br)=O)C (3,4-dihydro-4,4-dimethyl-7-bromo-1(2H)-naphthalenone), sulfonic acid. Solvent: C1CCOC1 (THF), C(C)OC(C)=O (ethylacetate), C1CCOC1 (THF), C1CCOC1 (THF), C1CCOC1 (THF). Run at time 2 hour. Yields the product C1(=CC=C(C=C1)C1=CCC(C2=CC=C(C=C12)Br)(C)C)C (1-(Tol-4-yl)3,4-dihydro-4,4-dimethyl-7-bromo-naphthalene). RXN SMILES: Br[C:2]1[CH:7]=[CH:6][C:5]([CH3:8])=[CH:4][CH:3]=1.[CH3:9][C:10]1([CH3:22])[C:19]2[C:14](=[CH:15][C:16]([Br:20])=[CH:17][CH:18]=2)[C:13](=O)[CH2:12][CH2:11]1>C1COCC1.C(OC(=O)C)C>[C:5]1([CH3:8])[CH:6]=[CH:7][C:2]([C:13]2[C:14]3[C:19](=[CH:18][CH:17]=[C:16]([Br:20])[CH:15]=3)[C:10]([CH3:22])([CH3:9])[CH2:11][CH:12]=2)=[CH:3][CH:4]=1. Reported procedure: To a mixture of Mg metal (650 mg, 27 mmol) in THF (20 mL) was added 4-bromotoluene (5.3 g, 31 mmol) in THF (40 mL). The mixture was stirred for 2 hours at ambient temperature and heated to 70° C. for 30 minutes. After cooling to ambient temperature, 3,4-dihydro-4,4-dimethyl-7-bromo-1(2H)-naphthalenone (Compound A) (2.1 g, 8 mmol), in THF (5 mL) was added and heated to 70° C. for 24 hours. The mixture was cooled to ambient temperature and the reaction was quenched by addition of H2O. The mixture ...